Dataset: the Open Reaction Database (ORD), a public repository of structured organic reaction records. Task: describe an organic reaction: reactants, conditions, products, and yield The reactants are [BH4-].[Na+] (Sodium borohydride), C(C=C)N1C(=C(C=2C1=C(N=C(C2)C#N)N2CC1=CC=CC=C1CC2)C=O)C (1-allyl-7-(3,4-dihydro-1H-isoquinolin-2-yl)-3-formyl-2-methyl-1H-pyrrolo[2,3-c]pyridin-5-carbonitrile), O (Water). Run in CO (methanol). Conditions: time 1 hour. Yields the product C(C=C)N1C(=C(C=2C1=C(N=C(C2)C#N)N2CC1=CC=CC=C1CC2)CO)C (1-allyl-7-(3,4-dihydro-1H-isoquinolin-2-yl)-3-hydroxymethyl-2-methyl-1H-pyrrolo[2,3-c]pyridin-5-carbonitrile). The yield is 28.5%. As a reaction SMILES: [BH4-].[Na+].[CH2:3]([N:6]1[C:10]2=[C:11]([N:17]3[CH2:26][CH2:25][C:24]4[C:19](=[CH:20][CH:21]=[CH:22][CH:23]=4)[CH2:18]3)[N:12]=[C:13]([C:15]#[N:16])[CH:14]=[C:9]2[C:8]([CH:27]=[O:28])=[C:7]1[CH3:29])[CH:4]=[CH2:5].O>CO>[CH2:3]([N:6]1[C:10]2=[C:11]([N:17]3[CH2:26][CH2:25][C:24]4[C:19](=[CH:20][CH:21]=[CH:22][CH:23]=4)[CH2:18]3)[N:12]=[C:13]([C:15]#[N:16])[CH:14]=[C:9]2[C:8]([CH2:27][OH:28])=[C:7]1[CH3:29])[CH:4]=[CH2:5] |f:0.1|. Procedure details: Sodium borohydride (111.2 mg, 2.94 mmol) was added to a solution of 1-allyl-7-(3,4-dihydro-1H-isoquinolin-2-yl)-3-formyl-2-methyl-1H-pyrrolo[2,3-c]pyridin-5-carbonitrile (350 mg, 0.98 mmol) prepared in Step 4 in methanol (10 ml). The reaction mixture was stirred for 1 hour. Water was added to the reaction mixture, which was then extracted with ethyl acetate. The organic layer was dried on anhydrous magnesium sulfate and then concentrated under reduced pressure. The resulting residue was purified...